Dataset: the Open Reaction Database (ORD), a public repository of structured organic reaction records. Task: describe an organic reaction: reactants, conditions, products, and yield Starting materials: N(=NC(=O)OCC)C(=O)OCC (diethyl azodicarboxylate), C(C)OC(=O)N1C[C@H]([C@@H](CC1)O)C1=CC=CC=C1 (trans-1-ethoxycarbonyl-3-phenyl-4-piperidinol), C1(=CC=CC=C1)P(C1=CC=CC=C1)C1=CC=CC=C1 (triphenylphosphine), ClC1=C(C=CC=C1)O (2-chlorophenol). Run in C1=CC=CC=C1 (benzene), C1=CC=CC=C1 (benzene). Conditions: time 8 hour. Product: ClC1=C(O[C@@H]2[C@@H](CN(CC2)C(=O)OCC)C2=CC=CC=C2)C=CC=C1 (Cis-4-(2-chlorophenoxy)-1-ethoxycarbonyl-3-phenylpiperidine). As a reaction SMILES: [CH2:1]([O:3][C:4]([N:6]1[CH2:11][CH2:10][C@@H:9]([OH:12])[C@H:8]([C:13]2[CH:18]=[CH:17][CH:16]=[CH:15][CH:14]=2)[CH2:7]1)=[O:5])[CH3:2].C1(P(C2C=CC=CC=2)C2C=CC=CC=2)C=CC=CC=1.[Cl:38][C:39]1[CH:44]=[CH:43][CH:42]=[CH:41][C:40]=1O.N(C(OCC)=O)=NC(OCC)=O>C1C=CC=CC=1>[Cl:38][C:39]1[CH:44]=[CH:43][CH:42]=[CH:41][C:40]=1[O:12][C@H:9]1[CH2:10][CH2:11][N:6]([C:4]([O:3][CH2:1][CH3:2])=[O:5])[CH2:7][C@H:8]1[C:13]1[CH:14]=[CH:15][CH:16]=[CH:17][CH:18]=1. Procedure: To a stirred mixture of 6.23 g of trans-1-ethoxycarbonyl-3-phenyl-4-piperidinol, 7.21 g of triphenylphosphine, 2.85 g of 2-chlorophenol and 250 ml of benzene is added dropwise at 5° C. under nitrogen, a solution of 4.79 g of diethyl azodicarboxylate in 250 ml of benzene. After the addition is complete, the mixture is stirred overnight at room temperature. The reaction mixture is processed according to the procedure of Example 75 to give product as a gum. Starting materials: OC=1C(=NC=C2C=CC=NC12)C(=O)NCC1=CN(C2=CC=CC=C12)C(=O)OC(C)(C)C (tert-butyl 3-({[(8-hydroxy-1,6-naphthyridin-7-yl)carbonyl]amino}methyl)-1H-indole-1-carboxylate), FC(C(=O)O)(F)F (trifluroacetic acid). Solvent: C(Cl)Cl (CH2Cl2). Run at time 1 hour. The product is OC=1C(=NC=C2C=CC=NC12)C(=O)NCC1=CNC2=CC=CC=C12 (8-hydroxy-N-(1H-indol-3-ylmethyl)-1,6-naphthyridine-7-carboxamide). As a reaction SMILES: [OH:1][C:2]1[C:3]([C:12]([NH:14][CH2:15][C:16]2[C:24]3[C:19](=[CH:20][CH:21]=[CH:22][CH:23]=3)[N:18](C(OC(C)(C)C)=O)[CH:17]=2)=[O:13])=[N:4][CH:5]=[C:6]2[C:11]=1[N:10]=[CH:9][CH:8]=[CH:7]2.FC(F)(F)C(O)=O>C(Cl)Cl>[OH:1][C:2]1[C:3]([C:12]([NH:14][CH2:15][C:16]2[C:24]3[C:19](=[CH:20][CH:21]=[CH:22][CH:23]=3)[NH:18][CH:17]=2)=[O:13])=[N:4][CH:5]=[C:6]2[C:11]=1[N:10]=[CH:9][CH:8]=[CH:7]2. Procedure details: A solution of tert-butyl 3-({[(8-hydroxy-1,6-naphthyridin-7-yl)carbonyl]amino}methyl)-1H-indole-1-carboxylate from Example 10 (12.0 mg, 0.0029 mmol) in CH2Cl2 (1 ml) was treated with trifluroacetic acid (TFA) (1 ml) and resulting mixture was stirred at room temperature for 1 hr and then the solvent was evaporated in vacuo. The resulting material was dissolved in DMSO (1 ml) and aged for 24 hrs at room temperature. This solution was purified by preparative HPLC. (Gilson semi preparative HPLC syst... Reactants: C(C)(C)(C)OC(CSC1=NC2=C(N1)C=C(C(=C2)C#CC2=CC=C(C=C2)OC2=CC=CC=C2)Cl)=O ([6-Chloro-5-(4-phenoxy-phenylethynyl)-1H-benzoimidazol-2-ylsulfanyl]-acetic acid tert-butyl ester), [Li+].[OH-] (LiOH). Run in O (water), CO (MeOH). Conditions: time 20 hour. Yields the product ClC=1C(=CC2=C(NC(=N2)SCC(=O)O)C1)C#CC1=CC=C(C=C1)OC1=CC=CC=C1 ([6-Chloro-5-(4-phenoxy-phenylethynyl)-1H-benzoimidazol-2-ylsulfanyl]acetic acid). Reaction SMILES: C([O:5][C:6](=[O:34])[CH2:7][S:8][C:9]1[NH:13][C:12]2[CH:14]=[C:15]([Cl:33])[C:16]([C:18]#[C:19][C:20]3[CH:25]=[CH:24][C:23]([O:26][C:27]4[CH:32]=[CH:31][CH:30]=[CH:29][CH:28]=4)=[CH:22][CH:21]=3)=[CH:17][C:11]=2[N:10]=1)(C)(C)C.[Li+].[OH-]>CO.O>[Cl:33][C:15]1[C:16]([C:18]#[C:19][C:20]2[CH:25]=[CH:24][C:23]([O:26][C:27]3[CH:32]=[CH:31][CH:30]=[CH:29][CH:28]=3)=[CH:22][CH:21]=2)=[CH:17][C:11]2[N:10]=[C:9]([S:8][CH2:7][C:6]([OH:34])=[O:5])[NH:13][C:12]=2[CH:14]=1 |f:1.2|. Procedure: A solution of compound 33-1 (29.0 mg, 0.059 mmol) in MeOH (6 mL) was added to 5% aqueous LiOH (3 mL) and the mixture was stirred at rt for 20 h. The mixture was then diluted with water (2 mL), evaporated to ½ of the initial volume and acidified with 5% aqueous HCl. The solution was extracted with EtOAc (3 mL then 1 mL, twice). The organic layers were combined, washed with water (three times, 1 mL) and evaporated to dryness in vacuo. The resulting oily residue was dissolved in DMSO (1.0 mL), filt... Starting materials: ClC=1C=C(C(=O)NC2=C(C(=O)OC(C)(C)C)C=CC(=C2)CCC2=CC=CC=C2)C=C(C1)Cl (tert-butyl 2-(3,5-dichlorobenzamido)-4-phenethylbenzoate). The solvent is FC(C(=O)O)(F)F (trifluoroacetic acid). Run at time 2 hour. Product: ClC=1C=C(C(=O)NC2=C(C(=O)O)C=CC(=C2)CCC2=CC=CC=C2)C=C(C1)Cl (2-(3,5-dichlorobenzamido)-4-phenethylbenzoic acid). As a reaction SMILES: [Cl:1][C:2]1[CH:3]=[C:4]([CH:29]=[C:30]([Cl:32])[CH:31]=1)[C:5]([NH:7][C:8]1[CH:20]=[C:19]([CH2:21][CH2:22][C:23]2[CH:28]=[CH:27][CH:26]=[CH:25][CH:24]=2)[CH:18]=[CH:17][C:9]=1[C:10]([O:12]C(C)(C)C)=[O:11])=[O:6]>FC(F)(F)C(O)=O>[Cl:1][C:2]1[CH:3]=[C:4]([CH:29]=[C:30]([Cl:32])[CH:31]=1)[C:5]([NH:7][C:8]1[CH:20]=[C:19]([CH2:21][CH2:22][C:23]2[CH:28]=[CH:27][CH:26]=[CH:25][CH:24]=2)[CH:18]=[CH:17][C:9]=1[C:10]([OH:12])=[O:11])=[O:6]. Procedure: 10 mL of trifluoroacetic acid was added to the obtained tert-butyl 2-(3,5-dichlorobenzamido)-4-phenethylbenzoate and stirred ad room temperature for 2 hours. The solvent was evaporated under reduced pressure and diisopropyl ether was added to the obtained residue and a solid substance was separated by filtration to obtain 62 mg of 2-(3,5-dichlorobenzamido)-4-phenethylbenzoic acid as white solid. Procedure details: To a stirred solution of tert-butyl (3R)-3-(3,5-difluorophenyl)-3-methyl-5-oxo-1,4-diazaspiro[5.5]undecane-1-carboxylate from Step H (60 mg, 0.152 mmol) in THF (0.5 mL) at 0° C. was added NaH (12 mg of a 60% dispersion in oil, 0.30 mmol). After 5 min, ethyl bromoacetate (437 mg, 2.62 mmol) was added and the mixture was allowed to warm to ambient temperature and stirring was continued for 1 h. Saturated aqueous NaHCO3 (2 mL) was added and the mixture was extracted with EtOAc (2×5 mL). The combine... Reaction SMILES: [F:1][C:2]1[CH:3]=[C:4]([C@@:9]2([CH3:28])[NH:14][C:13](=[O:15])[C:12]3([CH2:20][CH2:19][CH2:18][CH2:17][CH2:16]3)[N:11]([C:21]([O:23][C:24]([CH3:27])([CH3:26])[CH3:25])=[O:22])[CH2:10]2)[CH:5]=[C:6]([F:8])[CH:7]=1.[H-].[Na+].Br[CH2:32][C:33]([O:35][CH2:36][CH3:37])=[O:34].C([O-])(O)=O.[Na+]>C1COCC1>[F:1][C:2]1[CH:3]=[C:4]([C@@:9]2([CH3:28])[N:14]([CH2:32][C:33]([O:35][CH2:36][CH3:37])=[O:34])[C:13](=[O:15])[C:12]3([CH2:20][CH2:19][CH2:18][CH2:17][CH2:16]3)[N:11]([C:21]([O:23][C:24]([CH3:27])([CH3:26])[CH3:25])=[O:22])[CH2:10]2)[CH:5]=[C:6]([F:8])[CH:7]=1 |f:1.2,4.5|. Reactants: FC=1C=C(C=C(C1)F)[C@@]1(CN(C2(C(N1)=O)CCCCC2)C(=O)OC(C)(C)C)C (tert-Butyl (3R)-3-(3,5-difluorophenyl)-3-methyl-5-oxo-1,4-diazaspiro[5.5]undecane-1-carboxylate), [H-].[Na+] (NaH), C(=O)(O)[O-].[Na+] (NaHCO3), BrCC(=O)OCC (ethyl bromoacetate). The solvent is C1CCOC1 (THF). Yields the product FC=1C=C(C=C(C1)F)[C@@]1(CN(C2(C(N1CC(=O)OCC)=O)CCCCC2)C(=O)OC(C)(C)C)C (tert-Butyl (3R)-3-(3,5-difluorophenyl)-4-(2-ethoxy-2-oxoethyl)-3-methyl-5-oxo-1,4-diazaspiro[5.5]undecane-1-carboxylate). Reaction conditions: time 5 minute. The reactants are resultant mixture, COC1CCS(C2=CC=C(C(=C12)C)C(=O)C=1C=NN(C1O)CC)(=O)=O (4-Methoxy-5-methyl-6-(1-ethyl-5-hydroxypyrazol-4-yl) carbonylthiochroman-1,1-dioxide), [N+](=O)([O-])C1=CC=C(C=C1)S(=O)(=O)Cl (p-nitrobenzenesulfonyl chloride), [Cl-].ClCC[N+](CC)(CC)CC1=CC=CC=C1 (chlorobenzyltriethylammonium chloride), reagents ( XII ), C([O-])([O-])=O.[K+].[K+] (potassium carbonate). Solvent: C(Cl)Cl (methylene chloride), O (water). Product: COC1CCS(C2=CC=C(C(=C12)C)C(=O)C=1C=NN(C1OS(=O)(=O)C1=CC=C(C=C1)[N+](=O)[O-])CC)(=O)=O (4-methoxy-5-methyl-6-(1-ethyl-5-(p-nitrobenzenesulfonyl) oxypyrazol-4-yl)carbonylthiochroman-1,1-dioxide). Yield: 70.0%. Reaction SMILES: [CH3:1][O:2][CH:3]1[C:12]2[C:7](=[CH:8][CH:9]=[C:10]([C:14]([C:16]3[CH:17]=[N:18][N:19]([CH2:22][CH3:23])[C:20]=3[OH:21])=[O:15])[C:11]=2[CH3:13])[S:6](=[O:25])(=[O:24])[CH2:5][CH2:4]1.C(=O)([O-])[O-].[K+].[K+].[N+:32]([C:35]1[CH:40]=[CH:39][C:38]([S:41](Cl)(=[O:43])=[O:42])=[CH:37][CH:36]=1)([O-:34])=[O:33].[Cl-].ClCC[N+](CC1C=CC=CC=1)(CC)CC>C(Cl)Cl.O>[CH3:1][O:2][CH:3]1[C:12]2[C:7](=[CH:8][CH:9]=[C:10]([C:14]([C:16]3[CH:17]=[N:18][N:19]([CH2:22][CH3:23])[C:20]=3[O:21][S:41]([C:38]3[CH:37]=[CH:36][C:35]([N+:32]([O-:34])=[O:33])=[CH:40][CH:39]=3)(=[O:42])=[O:43])=[O:15])[C:11]=2[CH3:13])[S:6](=[O:24])(=[O:25])[CH2:5][CH2:4]1 |f:1.2.3,5.6|. Procedure: 4-Methoxy-5-methyl-6-(1-ethyl-5-hydroxypyrazol-4-yl) carbonylthiochroman-1,1-dioxide was used as a starting material (XIH). And, 0.4 g (1.10 mmol) thereof was dissolved in 6 ml of methylene chloride, a solution of 0.30 g (2.20 mmol) of potassium carbonate as a base in 4 ml of water was added, and 0.29 g (1.30 mmol) of p-nitrobenzenesulfonyl chloride and 0.05 g (0.2 mmol) of chlorobenzyltriethylammonium chloride as reaction reagents (XII) were added. The resultant mixture was allowed to react at ... Starting materials: N1(CCCC1)CC(C)N1C2=CC=CC=C2SC=2C=CC(=CC12)C(=O)N (10-[1-(1-pyrrolidinyl)-2-propyl]-2-phenothiazinecarboxamide), CC(CCN)C (3-methylbutylamine), S (hydrogen sulphide). Solvent: C(C)O (ethanol). Reaction conditions: time 16 hour. Yields the product CC(CCNC(=O)C1=CC=2N(C3=CC=CC=C3SC2C=C1)C(CN1CCCC1)C)C (N-(3-Methylbutyl)-10-[1-(1-pyrrolidinyl) -2-propyl]-2-phenothiazinecarboxamide). RXN SMILES: [N:1]1([CH2:6][CH:7]([N:9]2[C:22]3[CH:21]=[C:20]([C:23]([NH2:25])=[O:24])[CH:19]=[CH:18][C:17]=3[S:16][C:15]3[C:10]2=[CH:11][CH:12]=[CH:13][CH:14]=3)[CH3:8])[CH2:5][CH2:4][CH2:3][CH2:2]1.[CH3:26][CH:27]([CH3:31])[CH2:28][CH2:29]N.S>C(O)C>[CH3:26][CH:27]([CH3:31])[CH2:28][CH2:29][NH:25][C:23]([C:20]1[CH:19]=[CH:18][C:17]2[S:16][C:15]3[C:10](=[CH:11][CH:12]=[CH:13][CH:14]=3)[N:9]([CH:7]([CH3:8])[CH2:6][N:1]3[CH2:5][CH2:4][CH2:3][CH2:2]3)[C:22]=2[CH:21]=1)=[O:24]. Procedure details: A solution of 10-[1-(1-pyrrolidinyl)-2-propyl]-2-phenothiazinecarboxamide, L series (6 g), and 3-methylbutylamine (18.9 cc) in absolute ethanol (90 cc) is saturated with hydrogen sulphide and brought for 16 hours to a temperature in the region of 105° C. After cooling, the reaction mixture is concentrated to dryness under reduced pressure (30 mm Hg; 4 kPa) at 40° C. The oily brown residue is purified by chromatography on a column (height: 40 cm, diameter: 4 cm) of silica gel (0.02-0.063 mm), elu... Starting materials: C(C1=CC=CC=C1)OC=1C=CC(=C(C1)C(C)=O)O (1-[5-(benzyloxy)-2-hydroxyphenyl]ethanone), C([O-])([O-])=O.[K+].[K+] (potassium carbonate), BrCC(CC)=O (1-bromobutan-2-one). Solvent: CN(C=O)C (N,N-dimethylformamide). Run at time 3 hour. Yields the product C(C1=CC=CC=C1)OC=1C=CC2=C(C(=C(O2)C(CC)=O)C)C1 (1-[5-(benzyloxy)-3-methyl-1-benzofuran-2-yl]propan-1-one). The yield is 66.0%. Reaction SMILES: [CH2:1]([O:8][C:9]1[CH:10]=[CH:11][C:12]([OH:18])=[C:13]([C:15](=O)[CH3:16])[CH:14]=1)[C:2]1[CH:7]=[CH:6][CH:5]=[CH:4][CH:3]=1.[C:19](=O)([O-])[O-].[K+].[K+].BrC[C:27](=[O:30])[CH2:28][CH3:29]>CN(C)C=O>[CH2:1]([O:8][C:9]1[CH:10]=[CH:11][C:12]2[O:18][C:16]([C:27](=[O:30])[CH2:28][CH3:29])=[C:15]([CH3:19])[C:13]=2[CH:14]=1)[C:2]1[CH:7]=[CH:6][CH:5]=[CH:4][CH:3]=1 |f:1.2.3|. Reported procedure: To a solution (150 mL) of 1-[5-(benzyloxy)-2-hydroxyphenyl]ethanone (7.8 g) synthesized in Example 82(1) in N,N-dimethylformamide were added potassium carbonate (13.2 g) and 1-bromobutan-2-one (5.0 mL) at room temperature, and the mixture was stirred at room temperature for 3 hr. The reaction mixture was allowed to cool to room temperature, and filtered through celite. Water was added to the filtrate, and the mixture was extracted with diethyl ether. The extract was washed with saturated brine, ...